This data is from the Open Reaction Database (ORD), a public repository of structured organic reaction records. The task is: describe an organic reaction: reactants, conditions, products, and yield The reactants are COc1ccccc1, CCOCC, O=Cc1cccnc1, [Cl-], COc1ccc(C(C)(C)C)cc1I, [Mg], [NH4+]. Product: COc1ccc(C(C)(C)C)cc1C(O)c1cccnc1. As a reaction SMILES: [CH3:15][O:16][c:17]1[cH:18][cH:19][cH:20][cH:21][cH:22]1.[CH3:33][CH2:34][O:35][CH2:36][CH3:37].[CH:23]([c:24]1[cH:25][n:26][cH:27][cH:28][cH:29]1)=[O:30].[Cl-:31].[I:2][c:3]1[c:4]([O:13][CH3:14])[cH:5][cH:6][c:7]([C:9]([CH3:10])([CH3:11])[CH3:12])[cH:8]1.[Mg:1].[NH4+:32]>>[c:3]1([CH:23]([c:24]2[cH:25][n:26][cH:27][cH:28][cH:29]2)[OH:30])[c:4]([O:13][CH3:14])[cH:5][cH:6][c:7]([C:9]([CH3:10])([CH3:11])[CH3:12])[cH:8]1. Starting materials: O=C(O)CBr, O=C([O-])O, O=S(=O)(Cl)c1cc(F)c(F)cc1F, [Na+], [Na+], [Na+], O, O=S([O-])[O-]. The product is CS(=O)(=O)c1cc(F)c(F)cc1F. As a reaction SMILES: [Br:25][CH2:26][C:27]([OH:28])=[O:29].[C:20](=[O:21])([OH:22])[O-:23].[F:1][c:2]1[c:3]([S:10](=[O:11])(=[O:12])[Cl:13])[cH:4][c:5]([F:9])[c:6]([F:8])[cH:7]1.[Na+:18].[Na+:19].[Na+:24].[OH2:30].[S:14]([O-:15])([O-:16])=[O:17]>>[F:1][c:2]1[c:3]([S:10](=[O:11])(=[O:12])[CH3:20])[cH:4][c:5]([F:9])[c:6]([F:8])[cH:7]1.